This data is from the Open Reaction Database (ORD), a public repository of structured organic reaction records. The task is: describe an organic reaction: reactants, conditions, products, and yield The reactants are C(C)OC(C(CC1=CC(=C(C=C1)O)OC)(OC1=CC=CC=C1)C)=O (3-(4-hydroxy-3-methoxyphenyl)-2-methyl-2-phenoxypropionic acid ethyl ester), solution, polystyrene, CC1=C(N=C(O1)C1=CC=C(C=C1)C=1SC=CC1)CCOS(=O)(=O)C1=CC=C(C=C1)C (Toluene-4-sulfonic acid 2-(5-methyl-2-(4-thiophen-2-yl-phenyl)-oxazol-4-yl)ethyl ester). The solvent is C(C)O (ethanol), C(C)O (ethanol). Reaction conditions: temperature 55 celsius. The product is COC=1C=C(C=CC1OCCC=1N=C(OC1C)C1=CC=C(C=C1)C=1SC=CC1)CC(C(=O)O)(OC1=CC=CC=C1)C (3-(3-Methoxy-4-{2-[5-methyl-2-(4-thiophen-2-ylphenyl)oxazol-4-yl]ethoxy}phenyl)-2-methyl-2-phenoxypropionic acid). RXN SMILES: [CH3:1][C:2]1[O:6][C:5]([C:7]2[CH:12]=[CH:11][C:10]([C:13]3[S:14][CH:15]=[CH:16][CH:17]=3)=[CH:9][CH:8]=2)=[N:4][C:3]=1[CH2:18][CH2:19][O:20]S(C1C=CC(C)=CC=1)(=O)=O.C([O:33][C:34](=[O:54])[C:35]([CH3:53])([O:46][C:47]1[CH:52]=[CH:51][CH:50]=[CH:49][CH:48]=1)[CH2:36][C:37]1[CH:42]=[CH:41][C:40](O)=[C:39]([O:44][CH3:45])[CH:38]=1)C>C(O)C>[CH3:45][O:44][C:39]1[CH:38]=[C:37]([CH2:36][C:35]([CH3:53])([O:46][C:47]2[CH:52]=[CH:51][CH:50]=[CH:49][CH:48]=2)[C:34]([OH:54])=[O:33])[CH:42]=[CH:41][C:40]=1[O:20][CH2:19][CH2:18][C:3]1[N:4]=[C:5]([C:7]2[CH:8]=[CH:9][C:10]([C:13]3[S:14][CH:15]=[CH:16][CH:17]=3)=[CH:11][CH:12]=2)[O:6][C:2]=1[CH3:1]. Procedure details: Toluene-4-sulfonic acid 2-(5-methyl-2-(4-thiophen-2-yl-phenyl)-oxazol-4-yl)ethyl ester (0.132 mmol) (see Ex. 3, Part B) was added to a one dram, screw-cap vial and diluted with ethanol (0.5 mL). To this solution are added 3-(4-hydroxy-3-methoxyphenyl)-2-methyl-2-phenoxypropionic acid ethyl ester(see Ex. 7, Part D) (0.5 mL of a 0.264 M solution in ethanol, 0.132 mmol) and polystyrene bound 1,5,7-triazabicyclo[4.4.0]dec-5-ene (100–125 mg, 2.6 mmol/g) and the vial was tightly closed. The reaction v... Starting materials: C1=CCC=CC1 (1,4-cyclohexadiene), C1(=CC=CC=C1)COC(NCCNCCP(=O)(OCC)OCC)=O ([2-[[2-(diethoxyphosphinyl)ethyl]amino]ethyl]carbamic acid phenylmethyl ester). The reagents and catalysts are [Pd] (palladium on carbon). Run in C(C)O (ethanol). Conditions: time 8 hour. Product: C(C)OP(OCC)(=O)CCNCCN ([2-[(2-aminoethyl)amino]ethyl]phosphonic acid diethyl ester). Isolated yield 88.3%. As a reaction SMILES: C1(COC(=O)[NH:10][CH2:11][CH2:12][NH:13][CH2:14][CH2:15][P:16]([O:21][CH2:22][CH3:23])([O:18][CH2:19][CH3:20])=[O:17])C=CC=CC=1.C1CC=CCC=1>[Pd].C(O)C>[CH2:22]([O:21][P:16]([CH2:15][CH2:14][NH:13][CH2:12][CH2:11][NH2:10])(=[O:17])[O:18][CH2:19][CH3:20])[CH3:23]. Procedure: To a flask containing 10% palladium on carbon (3.79 g) under nitrogen was added [2-[[2-(diethoxyphosphinyl)ethyl]amino]ethyl]carbamic acid phenylmethyl ester (3.79 g, 10 mmol) in ethanol (50 mL), followed by 1,4-cyclohexadiene (10.4 mL, 110 mmol). After stirring the suspension overnight, it was filtered through Celite®, preadsorbed onto silica gel, and purified by flash chromatography (7 cm diameter, elution with dried (MgSO4) 5/10/85 ammonium hydroxide/methanol/dichloromethane) to afford [2-[(2... As a reaction SMILES: [CH3:10][O:11][c:12]1[cH:13][cH:14][c:15]2[cH:16][c:17]([CH:22]([CH3:23])[C:24]([O-:25])=[O:26])[cH:18][cH:19][c:20]2[cH:21]1.[Ca+2:8].[Na+:9].[OH2:1].[OH2:2].[S:3]([O-:4])([O-:5])(=[O:6])=[O:7]>>[CH3:10][O:11][c:12]1[cH:13][cH:14][c:15]2[cH:16][c:17]([CH:22]([CH3:23])[C:24](=[O:25])[OH:26])[cH:18][cH:19][c:20]2[cH:21]1. The reactants are COc1ccc2cc(C(C)C(=O)[O-])ccc2c1, [Ca+2], [Na+], O, O, O=S(=O)([O-])[O-]. Product: COc1ccc2cc(C(C)C(=O)O)ccc2c1. Starting materials: alcohol, P(=O)([O-])([O-])[O-] (phosphate), C=1N=C(C2=C(N1)N(C=N2)[C@H]3[C@@H]([C@@H]([C@H](O3)COP(=O)(O)OP(=O)(O)OC[C@@H]4[C@H]([C@H]([C@@H](O4)N5C=CCC(=C5)C(=O)N)O)O)O)O)N (NAD), C1(CC1)C(=O)C1=CC=CC=C1 (phenyl cyclopropyl ketone), Compound 10, [OH-].[Na+] (NaOH). The solvent is C(C)OCC (ethyl ether), CCCCCC (hexane), CCCCCC (hexane), CC(C)O (2-propanol). Yields the product CC(=CCC[C@@H](C)O)C ((R)-6-Methyl-5-hepten-2-ol). RXN SMILES: C1N=C(N)C2N=CN([C@@H]3O[C@H](COP(OP(OC[C@H]4O[C@@H](N5[CH:36]=[C:35]([C:37](N)=O)[CH2:34][CH:33]=[CH:32]5)[C@H](O)[C@@H]4O)(O)=O)(O)=O)[C@@H](O)[C@H]3O)C=2N=1.[CH:45]1([C:48](C2C=CC=CC=2)=[O:49])CC1.P([O-])([O-])([O-])=O.[OH-].[Na+]>C(OCC)C.CCCCCC.CC(O)C>[CH3:37][C:35]([CH3:36])=[CH:34][CH2:33][CH2:32][C@H:48]([OH:49])[CH3:45] |f:3.4|. Reported procedure: A reaction mixture was formed by admixing (i) 50 mg NAD, (ii) 4 ml of 2-propanol and (iii) 5 mmoles of 6-methyl-5-hepten-2-one, Compound 10, in a liquid medium containing 1 gm of lyophilized PED alcohol dehydrogenase preparation, 75 ml of 50 mM phosphate buffer, pH 7.1, and 25 ml of hexane. The pH value of the reaction was maintained constant by addition of 1N NaOH. The reaction mixture was maintained at room temperature until product formation stopped. When product formation stopped, (R)-6-meth...